describe an organic reaction: reactants, conditions, products, and yield From a dataset of the Open Reaction Database (ORD), a public repository of structured organic reaction records. Reactants: CC(=O)O, COc1ccc2ccc(OC)c3c2c1CC(NC(C)=O)C3=O. Yields the product COc1ccc2ccc(OC)c3c2c1CC(NC(C)=O)C3. Reaction SMILES: [CH3:23][C:24](=[O:25])[OH:26].[O:1]=[C:2]1[CH:3]([NH:19][C:20]([CH3:21])=[O:22])[CH2:4][c:5]2[c:6]([O:17][CH3:18])[cH:7][cH:8][c:9]3[cH:10][cH:11][c:12]([O:15][CH3:16])[c:13]1[c:14]23>>[CH2:2]1[CH:3]([NH:19][C:20]([CH3:21])=[O:22])[CH2:4][c:5]2[c:6]([O:17][CH3:18])[cH:7][cH:8][c:9]3[cH:10][cH:11][c:12]([O:15][CH3:16])[c:13]1[c:14]23. Reactants: CC(=O)Nc1cc2c(cc1OC(C)=O)CCC2, CC(=O)OC(C)=O, O=[N+]([O-])O. Yields the product CC(=O)Nc1c(OC(C)=O)cc2c(c1[N+](=O)[O-])CCC2. RXN SMILES: [C:1]([CH3:2])(=[O:3])[NH:4][c:5]1[c:6]([O:14][C:15]([CH3:16])=[O:17])[cH:7][c:8]2[c:12]([cH:13]1)[CH2:11][CH2:10][CH2:9]2.[CH3:22][C:23]([O:24][C:25](=[O:26])[CH3:27])=[O:28].[OH:18][N+:19]([O-:20])=[O:21]>>[C:1]([CH3:2])(=[O:3])[NH:4][c:5]1[c:6]([O:14][C:15]([CH3:16])=[O:17])[cH:7][c:8]2[c:12]([c:13]1[N+:19](=[O:18])[O-:20])[CH2:11][CH2:10][CH2:9]2. Reactants: CCC(=O)N(CC1CCCN(C(=O)OC(C)(C)C)C1)c1ccccc1, ClCCl, O=C(O)C(F)(F)F, O=Cc1cccs1. Product: CCC(=O)N(CC1CCCN(Cc2cccs2)C1)c1ccccc1. As a reaction SMILES: [C:8]([O:9][C:10]([CH3:11])([CH3:12])[CH3:13])(=[O:14])[N:15]1[CH2:16][CH:17]([CH2:21][N:22]([C:23]([CH2:24][CH3:25])=[O:26])[c:27]2[cH:28][cH:29][cH:30][cH:31][cH:32]2)[CH2:18][CH2:19][CH2:20]1.[Cl:40][CH2:41][Cl:42].[OH:1][C:2]([C:3]([F:4])([F:5])[F:6])=[O:7].[s:33]1[c:34]([CH:38]=[O:39])[cH:35][cH:36][cH:37]1>>[CH2:8]([N:15]1[CH2:16][CH:17]([CH2:21][N:22]([C:23]([CH2:24][CH3:25])=[O:26])[c:27]2[cH:28][cH:29][cH:30][cH:31][cH:32]2)[CH2:18][CH2:19][CH2:20]1)[c:34]1[s:33][cH:37][cH:36][cH:35]1. As a reaction SMILES: [F:1][C:2]1[CH:7]=[C:6]([O:8][C@@H:9]2[CH2:13][CH2:12][O:11][CH2:10]2)[CH:5]=[C:4]([F:14])[C:3]=1[C:15]1[S:16][CH:17]=[C:18]([C:20]([OH:22])=[O:21])[N:19]=1.O[C@H]1CCOC1>>[F:14][C:4]1[CH:5]=[C:6]([O:8][C@H:9]2[CH2:13][CH2:12][O:11][CH2:10]2)[CH:7]=[C:2]([F:1])[C:3]=1[C:15]1[S:16][CH:17]=[C:18]([C:20]([OH:22])=[O:21])[N:19]=1. Yields the product FC1=C(C(=CC(=C1)O[C@@H]1COCC1)F)C=1SC=C(N1)C(=O)O ((S)-2-(2,6-difluoro-4-((tetrahydrofuran-3-yl)oxy)phenyl)thiazole-4-carboxylic acid). Procedure details: Following the procedure for Intermediate 147, replacing (R)-3-hydroxytetrahydrofuran with (S)-3-hydroxytetrahydrofuran provided the title compound. Reactants: FC1=C(C(=CC(=C1)O[C@H]1COCC1)F)C=1SC=C(N1)C(=O)O ((R)-2-(2,6-difluoro-4-((tetrahydrofuran-3-yl)oxy)phenyl)thiazole-4-carboxylic acid), O[C@@H]1COCC1 ((S)-3-hydroxytetrahydrofuran). Reactants: C(C1=CC=CC=C1)OCCOC1=C(CNC2=C(C=CC(=C2)F)OC2=CC=CC=C2)C=C(C=C1)OC ([2-(2-benzyloxy-ethoxy)-5-methoxy-benzyl]-(5-fluoro-2-phenoxy-phenyl)-amine), C(C)(=O)OC(C)=O (acetic acid anhydride). Solvent: N1=CC=CC=C1 (pyridine). Product: C(C1=CC=CC=C1)OCCOC1=C(CN(C(C)=O)C2=C(C=CC(=C2)F)OC2=CC=CC=C2)C=C(C=C1)OC (N-[2-(2-benzyloxy-ethoxy)-5-methoxy-benzyl]-N-(5-fluoro-2-phenoxy-phenyl)-acetamide). The yield is 79.0%. Reaction SMILES: [CH2:1]([O:8][CH2:9][CH2:10][O:11][C:12]1[CH:33]=[CH:32][C:31]([O:34][CH3:35])=[CH:30][C:13]=1[CH2:14][NH:15][C:16]1[CH:21]=[C:20]([F:22])[CH:19]=[CH:18][C:17]=1[O:23][C:24]1[CH:29]=[CH:28][CH:27]=[CH:26][CH:25]=1)[C:2]1[CH:7]=[CH:6][CH:5]=[CH:4][CH:3]=1.[C:36](OC(=O)C)(=[O:38])[CH3:37]>N1C=CC=CC=1>[CH2:1]([O:8][CH2:9][CH2:10][O:11][C:12]1[CH:33]=[CH:32][C:31]([O:34][CH3:35])=[CH:30][C:13]=1[CH2:14][N:15]([C:16]1[CH:21]=[C:20]([F:22])[CH:19]=[CH:18][C:17]=1[O:23][C:24]1[CH:29]=[CH:28][CH:27]=[CH:26][CH:25]=1)[C:36](=[O:38])[CH3:37])[C:2]1[CH:3]=[CH:4][CH:5]=[CH:6][CH:7]=1. Procedure details: To a solution of 5.08 g (10.7 mmol) crude 2b in 50 ml ml pyridine was added 4.37 g (42.8 mmol) acetic acid anhydride. The reaction mixture was stirred over night and poured into ice-cold ethyl acetate. The organic phase was washed with water, diluted aqueous sodium hydrogen sulfate, water and brine and were dried with magnesium sulfate. The crude product was purified by silica column chromatography (ethyl acetate:hexane gradient 1:8→1:4). The desired product 2c was obtained in 79% yield (4.36 g,... Starting materials: O=C(Cl)C(=O)Cl, CN(C)C=O, ClCCl, O=C(O)CC1CCOCC1. Product: O=C(Cl)CC1CCOCC1. As a reaction SMILES: [C:16]([Cl:17])(=[O:18])[C:20]([Cl:19])=[O:21].[CH:11]([N:12]([CH3:13])[CH3:14])=[O:15].[Cl:22][CH2:23][Cl:24].[O:1]1[CH2:2][CH2:3][CH:4]([CH2:7][C:8](=[O:9])[OH:10])[CH2:5][CH2:6]1>>[O:1]1[CH2:2][CH2:3][CH:4]([CH2:7][C:8](=[O:10])[Cl:19])[CH2:5][CH2:6]1.